This data is from the Open Reaction Database (ORD), a public repository of structured organic reaction records. The task is: describe an organic reaction: reactants, conditions, products, and yield Starting materials: CC(=O)OCc1c(-c2cc(Nc3ccc(C(=O)N4CCC(C)(O)CC4)cn3)c(=O)n(C)n2)cccc1-n1ncc2cc(C(C)(C)C)cc(F)c2c1=O, [Li+], C1COCCO1, [OH-]. Yields the product Cn1nc(-c2cccc(-n3ncc4cc(C(C)(C)C)cc(F)c4c3=O)c2CO)cc(Nc2ccc(C(=O)N3CCC(C)(O)CC3)cn2)c1=O. RXN SMILES: [C:1](=[O:2])([CH3:3])[O:4][CH2:5][c:6]1[c:7](-[n:37]2[c:38](=[O:52])[c:39]3[c:40]([F:51])[cH:41][c:42]([C:47]([CH3:48])([CH3:49])[CH3:50])[cH:43][c:44]3[cH:45][n:46]2)[cH:8][cH:9][cH:10][c:11]1-[c:12]1[n:13][n:14]([CH3:36])[c:15](=[O:35])[c:16]([NH:18][c:19]2[n:20][cH:21][c:22]([C:25](=[O:26])[N:27]3[CH2:28][CH2:29][C:30]([CH3:33])([OH:34])[CH2:31][CH2:32]3)[cH:23][cH:24]2)[cH:17]1.[Li+:54].[O:55]1[CH2:56][CH2:57][O:58][CH2:59][CH2:60]1.[OH-:53]>>[OH:4][CH2:5][c:6]1[c:7](-[n:37]2[c:38](=[O:52])[c:39]3[c:40]([F:51])[cH:41][c:42]([C:47]([CH3:48])([CH3:49])[CH3:50])[cH:43][c:44]3[cH:45][n:46]2)[cH:8][cH:9][cH:10][c:11]1-[c:12]1[n:13][n:14]([CH3:36])[c:15](=[O:35])[c:16]([NH:18][c:19]2[n:20][cH:21][c:22]([C:25](=[O:26])[N:27]3[CH2:28][CH2:29][C:30]([CH3:33])([OH:34])[CH2:31][CH2:32]3)[cH:23][cH:24]2)[cH:17]1. As a reaction SMILES: [CH2:1]([O:8][C:9]1[CH:10]=[C:11]([CH:14]=[CH:15][C:16]=1[O:17][CH3:18])[CH:12]=O)[C:2]1[CH:7]=[CH:6][CH:5]=[CH:4][CH:3]=1.C([O-])(=O)C.[NH4+].[N+:24]([CH3:27])([O-:26])=[O:25]>C(O)(=O)C>[CH2:1]([O:8][C:9]1[CH:10]=[C:11](/[CH:12]=[CH:27]/[N+:24]([O-:26])=[O:25])[CH:14]=[CH:15][C:16]=1[O:17][CH3:18])[C:2]1[CH:7]=[CH:6][CH:5]=[CH:4][CH:3]=1 |f:1.2|. Isolated yield 80.6%. Yields the product C(C1=CC=CC=C1)OC1=C(C=CC(=C1)\C=C\[N+](=O)[O-])OC ((E)-2-(Benzyloxy)-1-methoxy-4-(2-nitrovinyl)benzene). The solvent is C(C)(=O)O (acetic acid). Run at temperature 130 celsius, time 20 minute. The reactants are C(C)(=O)[O-].[NH4+] (ammonium acetate), [N+](=O)([O-])C (nitromethane), C(C1=CC=CC=C1)OC=1C=C(C=O)C=CC1OC (3-benzyloxy-4-methoxybenzaldehyde). Procedure: Commercially available 3-benzyloxy-4-methoxybenzaldehyde (30 g, 124 mmol) was dissolved in acetic acid (100 mL), then ammonium acetate (10.8 g, 140 mmol) and nitromethane (16.8 mL, 310 mmol) were added under nitrogen atmosphere at room temperature, and the mixture was heated and stirred at 130° C. for 2 hours and 20 minutes. The mixture was cooled to room temperature, then the precipitate was collected by filteration and washed with ethanol to obtain the title compound (28.5 g, 81%). Starting materials: C1CCNCC1, CC(C)S(=O)(=O)Oc1ccc(CCOc2ccc(C=O)cc2)cc1, CC(=O)O, Cc1ccccc1, O, O=C1CSC(=O)N1. Yields the product CC(C)S(=O)(=O)Oc1ccc(CCOc2ccc(C=C3SC(=O)NC3=O)cc2)cc1. RXN SMILES: [CH2:32]1[CH2:33][CH2:34][NH:35][CH2:36][CH2:37]1.[CH3:1][CH:2]([CH3:3])[S:4](=[O:5])(=[O:6])[O:7][c:8]1[cH:9][cH:10][c:11]([CH2:14][CH2:15][O:16][c:17]2[cH:18][cH:19][c:20]([CH:23]=[O:24])[cH:21][cH:22]2)[cH:12][cH:13]1.[CH3:38][C:39](=[O:40])[OH:41].[CH3:43][c:44]1[cH:45][cH:46][cH:47][cH:48][cH:49]1.[OH2:42].[S:25]1[C:26](=[O:31])[NH:27][C:28](=[O:30])[CH2:29]1>>[CH3:1][CH:2]([CH3:3])[S:4](=[O:5])(=[O:6])[O:7][c:8]1[cH:9][cH:10][c:11]([CH2:14][CH2:15][O:16][c:17]2[cH:18][cH:19][c:20]([CH:23]=[C:29]3[S:25][C:26](=[O:31])[NH:27][C:28]3=[O:30])[cH:21][cH:22]2)[cH:12][cH:13]1. The reactants are N(=[N+]=[N-])CC(=O)C1=CC=C(C=C1)C(=O)OCC (2-azido-4′-ethoxycarbonylactophenone), CO (methanol), Cl (hydrochloric acid). Reagents/catalysts: [Pd] (palladium-activated carbon). Run in [H][H] (hydrogen). Conditions: time 1 hour. Yields the product Cl.NCC(=O)C1=CC=C(C=C1)C(=O)OCC (2-amino-4′-ethoxycarbonylacetophenone hydrochloride). RXN SMILES: [N:1]([CH2:4][C:5]([C:7]1[CH:12]=[CH:11][C:10]([C:13]([O:15][CH2:16][CH3:17])=[O:14])=[CH:9][CH:8]=1)=[O:6])=[N+]=[N-].CO.[ClH:20]>[H][H].[Pd]>[ClH:20].[NH2:1][CH2:4][C:5]([C:7]1[CH:12]=[CH:11][C:10]([C:13]([O:15][CH2:16][CH3:17])=[O:14])=[CH:9][CH:8]=1)=[O:6] |f:5.6|. Reported procedure: To a solution of 2-azido-4′-ethoxycarbonylactophenone (1.44 g), methanol (41.3 ml) and conc. hydrochloric acid (1.38 ml) was added 10% palladium-activated carbon (73 mg), and stirred for 3 hours in hydrogen atmosphere at 2.8 atm. After 1 hour, the reaction mixture was filtered off, and the filtrate was evaporated under reduced pressure. The solids were slurried in diisopropyl ether, and collected by filtration to give 2-amino-4′-ethoxycarbonylacetophenone hydrochloride (1.40 g). Starting materials: CCOC(=O)C.CCCCCCC (EtOAc heptane), [H-].[H-].[H-].[H-].[Li+].[Al+3] (LAH), C(C)(C)(C)OC(=O)N[C@@H](C)C1=CC=C(C(=O)OC)C=C1 ((S)-methyl 4-(1-(tert-butoxycarbonylamino)ethyl)benzoate). Run in C1CCOC1 (THF), C1CCOC1 (THF). Conditions: time 40 minute. The product is OCC1=CC=C(C=C1)[C@H](C)NC(OC(C)(C)C)=O ((S)-tert-butyl 1-(4-(hydroxymethyl)phenyl)ethylcarbamate). Isolated yield 87.8%. As a reaction SMILES: [C:1]([O:5][C:6]([NH:8][C@H:9]([C:11]1[CH:20]=[CH:19][C:14]([C:15](OC)=[O:16])=[CH:13][CH:12]=1)[CH3:10])=[O:7])([CH3:4])([CH3:3])[CH3:2].[H-].[H-].[H-].[H-].[Li+].[Al+3].CCOC(C)=O.CCCCCCC>C1COCC1>[OH:16][CH2:15][C:14]1[CH:13]=[CH:12][C:11]([C@@H:9]([NH:8][C:6](=[O:7])[O:5][C:1]([CH3:4])([CH3:3])[CH3:2])[CH3:10])=[CH:20][CH:19]=1 |f:1.2.3.4.5.6,7.8|. Procedure: To a cooled (0° C.) solution of (S)-methyl 4-(1-(tert-butoxycarbonylamino)ethyl)benzoate (6.35 g, 22.7 mmol) in THF (114 mL) was added a solution of LAH in THF (2.0 M, 13.64 mL, 27.3 mmol) and the resulting mixture was stirred at room temperature for 40 min. The reaction mixture was quenched by addition of a 1N NaOH solution until gas evolution ceased. The reaction mixture was filtered, washed with EtOAc. After separation, the aqueous phase was washed with EtOAc (2×150 mL). Combined organics wer... Reactants: [Li].BrC=1C=C(C=C(C1)OC(F)(F)F)C(=CC(C(=O)OCC)=O)[O-] (Lithium 1-(3-bromo-5-trifluoromethoxyphenyl)-4-ethoxy-3,4-dioxobut-1-en-1-olate), ClC=1C=C(C=C(C1)F)C1=CC(=NN1C1=NC=CC=C1)C(=O)O (5-(3-Chloro-5-fluorophenyl)-1-(pyridin-2-yl)-1H-pyrazole-3-carboxylic acid), Cl.COC1=NC=CC(=C1)NN (2-methoxypyridin-4-yl-hydrazine hydrochloride). Product: BrC=1C=C(C=C(C1)OC(F)(F)F)C1=CC(=NN1C1=CC(=NC=C1)OC)C(=O)O (5-(3-Bromo-5-trifluoromethoxyphenyl)-1-(2-methoxypyridin-4-yl)-1H-pyrazole-3-carboxylic acid). Reaction SMILES: [Li].[Br:2][C:3]1[CH:4]=[C:5]([C:14]([O-])=[CH:15][C:16](=O)[C:17]([O:19]CC)=[O:18])[CH:6]=[C:7]([O:9][C:10]([F:13])([F:12])[F:11])[CH:8]=1.ClC1C=C(C2N(C3C=CC=CN=3)N=C(C(O)=O)C=2)C=C(F)C=1.Cl.[CH3:47][O:48][C:49]1[CH:54]=[C:53]([NH:55][NH2:56])[CH:52]=[CH:51][N:50]=1>>[Br:2][C:3]1[CH:4]=[C:5]([C:14]2[N:55]([C:53]3[CH:52]=[CH:51][N:50]=[C:49]([O:48][CH3:47])[CH:54]=3)[N:56]=[C:16]([C:17]([OH:19])=[O:18])[CH:15]=2)[CH:6]=[C:7]([O:9][C:10]([F:11])([F:12])[F:13])[CH:8]=1 |f:0.1,3.4,^1:0|. Procedure: 500 mg (1.16 mmol) of the compound of Example 5A is reacted analogously to the synthesis of the compound of Example 20A with 305 mg (1.74 mmol) of 2-methoxypyridin-4-yl-hydrazine hydrochloride. After hydrolysis, 18 mg (3% of theory) of the title compound is obtained. Yields the product NC(CO)(CO)CCC1=CC=C(C=C1)C1=C(C=C(C=C1)SC1=CC=C(C=C1)F)F (2-amino-2-{2-[2′-fluoro-4′-(4-fluorophenylthio)biphenyl-4-yl]ethyl}propane-1,3-diol). Reagents/catalysts: C1=CC=C(C=C1)/C=C/C(=O)/C=C/C2=CC=CC=C2.C1=CC=C(C=C1)/C=C/C(=O)/C=C/C2=CC=CC=C2.C1=CC=C(C=C1)/C=C/C(=O)/C=C/C2=CC=CC=C2.C(Cl)(Cl)Cl.[Pd].[Pd] (tris(dibenzylideneacetone)dipalladium(0) chloroform adduct). Run in O (Water), O1CCOCC1 (1,4-dioxane). The yield is 11.6%. Reactants: BrC1=CC(=C(C=C1)C1=CC=C(C=C1)CCC1(COC(OC1)(C)C)NC(C)=O)F (N-{5-[2-(4′-bromo-2′-fluorobiphenyl-4-yl)ethyl]-2,2-dimethyl-1,3-dioxan-5-yl}acetamide), FC1=CC=C(C=C1)S (4-fluorobenzenethiol), C(C)(C)N(CC)C(C)C (diisopropylethylamine), C1(=CC=CC=C1)P(C1=CC=CC=2C(C3=CC=CC(=C3OC12)P(C1=CC=CC=C1)C1=CC=CC=C1)(C)C)C1=CC=CC=C1 (4,5-bis(diphenylphosphino)-9,9-dimethylxanthene). Procedure: A solution of N-{5-[2-(4′-bromo-2′-fluorobiphenyl-4-yl)ethyl]-2,2-dimethyl-1,3-dioxan-5-yl}acetamide (225 mg) of Reference Example 10, 4-fluorobenzenethiol (64 mg), diisopropylethylamine (129 mg), tris(dibenzylideneacetone)dipalladium(0) chloroform adduct (12.9 mg) and 4,5-bis(diphenylphosphino)-9,9-dimethylxanthene (Xantphos) (14.9 mg) in 1,4-dioxane (2 mL) was heated under reflux for 6 hr under a nitrogen atmosphere. Water was added to the reaction mixture, and the mixture was extracted with e... Reaction SMILES: Br[C:2]1[CH:7]=[CH:6][C:5]([C:8]2[CH:13]=[CH:12][C:11]([CH2:14][CH2:15][C:16]3([NH:24]C(=O)C)[CH2:21][O:20]C(C)(C)[O:18][CH2:17]3)=[CH:10][CH:9]=2)=[C:4]([F:28])[CH:3]=1.[F:29][C:30]1[CH:35]=[CH:34][C:33]([SH:36])=[CH:32][CH:31]=1.C(N(C(C)C)CC)(C)C.C1(P(C2C=CC=CC=2)C2C3OC4C(=CC=CC=4P(C4C=CC=CC=4)C4C=CC=CC=4)C(C)(C)C=3C=CC=2)C=CC=CC=1>O1CCOCC1.C1C=CC(/C=C/C(/C=C/C2C=CC=CC=2)=O)=CC=1.C1C=CC(/C=C/C(/C=C/C2C=CC=CC=2)=O)=CC=1.C1C=CC(/C=C/C(/C=C/C2C=CC=CC=2)=O)=CC=1.C(Cl)(Cl)Cl.[Pd].[Pd].O>[NH2:24][C:16]([CH2:15][CH2:14][C:11]1[CH:12]=[CH:13][C:8]([C:5]2[CH:6]=[CH:7][C:2]([S:36][C:33]3[CH:34]=[CH:35][C:30]([F:29])=[CH:31][CH:32]=3)=[CH:3][C:4]=2[F:28])=[CH:9][CH:10]=1)([CH2:21][OH:20])[CH2:17][OH:18] |f:5.6.7.8.9.10|. Reaction conditions: temperature 80 celsius, time 4 hour. Reactants: CN(CCO)C (2-dimethylaminoethanol), CN(C(=S)N)C (N,N1 -dimethylthiourea). The solvent is Br (hydrobromic acid). Yields the product dihydrobromide, CN(C(SCCN(C)C)=N)C (N,N1 -Dimethyl-S-(2-dimethylaminoethyl)isothiourea). Isolated yield 128.0%. As a reaction SMILES: [CH3:1][N:2]([CH3:6])[CH2:3][CH2:4]O.[CH3:7][N:8]([CH3:12])[C:9]([NH2:11])=[S:10]>Br>[CH3:7][N:8]([CH3:12])[C:9](=[NH:11])[S:10][CH2:4][CH2:3][N:2]([CH3:6])[CH3:1]. Procedure details: A mixture of 2-dimethylaminoethanol (2.23 g), N,N1 -dimethylthiourea (2.6 g) and aqueous hydrobromic acid (48%, 20 ml) was boiled under reflux for 50 hours and evaporated to dryness. The residue was recrystallised from a mixture of methanol and ethanol to give the dihydrobromide of the title compound (5.6 g) m.p. 198°-199°.